From a dataset of the Open Reaction Database (ORD), a public repository of structured organic reaction records. describe an organic reaction: reactants, conditions, products, and yield Reactants: [Al+3], CCCC(=O)Cl, C=Cc1ccccc1C=C, [Cl-], [Cl-], [Cl-], c1ccccc1. RXN SMILES: [Al+3:24].[C:17]([CH2:18][CH2:19][CH3:20])(=[O:21])[Cl:22].[CH:1]([c:2]1[cH:3][cH:4][cH:5][cH:6][c:7]1[CH:8]=[CH2:9])=[CH2:10].[Cl-:23].[Cl-:25].[Cl-:26].[cH:11]1[cH:12][cH:13][cH:14][cH:15][cH:16]1>>[c:11]1([C:17]([CH2:18][CH2:19][CH3:20])=[O:21])[cH:12][cH:13][cH:14][cH:15][cH:16]1. Product: CCCC(=O)c1ccccc1. The reactants are N#CCBr, CCN1CCN(c2nc(-c3ccc(O)cc3)cc3ccccc23)CC1, CCOC(C)=O, [Cl-], [H-], [H][H], [NH4+], [Na+], C1CCOC1. The product is CCN1CCN(c2nc(-c3ccc(OCC#N)cc3)cc3ccccc23)CC1, Cl. Reaction SMILES: [Br:30][CH2:31][C:32]#[N:33].[CH2:1]([CH3:2])[N:3]1[CH2:4][CH2:5][N:6]([c:9]2[n:10][c:11](-[c:19]3[cH:20][cH:21][c:22]([OH:25])[cH:23][cH:24]3)[cH:12][c:13]3[cH:14][cH:15][cH:16][cH:17][c:18]23)[CH2:7][CH2:8]1.[CH3:41][CH2:42][O:43][C:44](=[O:45])[CH3:46].[Cl-:34].[H-:26].[H:28][H:29].[NH4+:35].[Na+:27].[O:36]1[CH2:37][CH2:38][CH2:39][CH2:40]1>>[CH2:1]([CH3:2])[N:3]1[CH2:4][CH2:5][N:6]([c:9]2[n:10][c:11](-[c:19]3[cH:20][cH:21][c:22]([O:25][CH2:31][C:32]#[N:33])[cH:23][cH:24]3)[cH:12][c:13]3[cH:14][cH:15][cH:16][cH:17][c:18]23)[CH2:7][CH2:8]1.[ClH:34]. The solvent is N1=CC=CC=C1 (pyridine). Procedure details: A mixture of 2-methyl-3-nitro-phenylamine (3 g) and methanesulfonyl chloride (1.6 mL) in pyridine (30 mL, from Mallinckrodt) was stirred at room temperature overnight. Pyridine was removed under reduced pressure. The residue was taken up with dichloromethane (Mallinckrodt) and washed with water and brine. After drying over sodium sulfate and evaporation of the solvent, N-(2-Methyl-3-nitro-phenyl)-methanesulfonamide (4 g) was obtained. Starting materials: CC1=C(C=CC=C1[N+](=O)[O-])N (2-methyl-3-nitro-phenylamine), CS(=O)(=O)Cl (methanesulfonyl chloride). RXN SMILES: [CH3:1][C:2]1[C:7]([N+:8]([O-:10])=[O:9])=[CH:6][CH:5]=[CH:4][C:3]=1[NH2:11].[CH3:12][S:13](Cl)(=[O:15])=[O:14]>N1C=CC=CC=1>[CH3:1][C:2]1[C:7]([N+:8]([O-:10])=[O:9])=[CH:6][CH:5]=[CH:4][C:3]=1[NH:11][S:13]([CH3:12])(=[O:15])=[O:14]. Reaction conditions: time 8 hour. Product: CC1=C(C=CC=C1[N+](=O)[O-])NS(=O)(=O)C (N-(2-Methyl-3-nitro-phenyl)-methanesulfonamide). The reactants are N(=O)[O-].[Na+] (sodium nitrite), C(C=C)(=O)OC (methyl acrylate), NC1=CC(=C(C=C1)N1N=C(N(C1=O)C(F)F)C)F (1-(4-amino-2-fluorophenyl)-4-difluoromethyl-4,5-dihydro-3-methyl-1,2,4-triazol-5(1H)-one), Br (hydrobromide), CC(=O)C (acetone), cuprous bromide. Solvent: O (water), O (water). Conditions: temperature 8 celsius. Product: FC=1C=C(C=CC1N1N=C(N(C1=O)C(F)F)C)CC(C(=O)OC)Br (methyl 3-[3-fluoro-4(4-difluoromethyl-4,5-dihydro-3-methyl-5-oxo-1H-1,2,4-triazol-1-yl)phenyl]-2-bromopropionate). As a reaction SMILES: N[C:2]1[CH:7]=[CH:6][C:5]([N:8]2[C:12](=[O:13])[N:11]([CH:14]([F:16])[F:15])[C:10]([CH3:17])=[N:9]2)=[C:4]([F:18])[CH:3]=1.CC(C)=O.N([O-])=O.[Na+].[C:27]([O:31][CH3:32])(=[O:30])[CH:28]=[CH2:29].[BrH:33]>O>[F:18][C:4]1[CH:3]=[C:2]([CH2:29][CH:28]([Br:33])[C:27]([O:31][CH3:32])=[O:30])[CH:7]=[CH:6][C:5]=1[N:8]1[C:12](=[O:13])[N:11]([CH:14]([F:16])[F:15])[C:10]([CH3:17])=[N:9]1 |f:2.3|. Procedure: A mixture of 9.0 g (0.035 mole) of 1-(4-amino-2-fluorophenyl)-4-difluoromethyl-4,5-dihydro-3-methyl-1,2,4-triazol-5(1H)-one in 25 mL of 48% hydrobromide acid was stirred and 70 mL of acetone was added. The reaction mixture was cooled to 8° C. and a solution of 2.5 g (0.036 mole) of sodium nitrite in 7 mL of water was added below the surface of the reaction mixture. The reaction mixture temperature was kept below 15° C. during the addition. Upon completion of addition 25.0 g (0.30 mole) of methyl... The reactants are CC1(CNC(C(N1)=O)CC(C)C)C (6,6-Dimethyl-3-(2-methylpropyl)piperazinone), COC(C(CC(C)C)Br)=O (Methyl-2-bromo-4-methylpentanoate), NCC(C)(C)N (1,2-diamino-2-methylpropane). Yields the product CC1(NCC(NC1)=O)C (5,5-dimethylpiperazinone), CC1(CNCC(N1)=O)C (6,6-dimethylpiperazinone). RXN SMILES: COC(=O)C(Br)[CH2:5][CH:6]([CH3:8])[CH3:7].NCC(N)(C)C.[CH3:17][C:18]1([CH3:29])[NH:23][C:22](=[O:24])[CH:21](CC(C)C)[NH:20][CH2:19]1>>[CH3:7][C:6]1([CH3:8])[CH2:5][NH:23][C:22](=[O:24])[CH2:21][NH:20]1.[CH3:17][C:18]1([CH3:29])[NH:23][C:22](=[O:24])[CH2:21][NH:20][CH2:19]1. Reported procedure: Following the general procedure of Example 4 and making non-critical variations, but substituting ethyl chloroacetate (VI) for methyl 2-bromo-4-methylpentanoate (V) and 1,2-diamino-2-methylpropane (VI) for ethylenediamine (VII) there are obtained 5,5-dimethylpiperazinone and 6,6-dimethylpiperazinone.